From a dataset of the Open Reaction Database (ORD), a public repository of structured organic reaction records. describe an organic reaction: reactants, conditions, products, and yield The reactants are CC(C)(C)N1CCN(c2ccc([N+](=O)[O-])cc2)CC1, CO, Cl, O, O, Cl[Sn]Cl. Yields the product CC(C)(C)N1CCN(c2ccc(N)cc2)CC1. Reaction SMILES: [C:1]([CH3:2])([CH3:3])([CH3:4])[N:5]1[CH2:6][CH2:7][N:8]([c:11]2[cH:12][cH:13][c:14]([N+:17]([O-:18])=[O:19])[cH:15][cH:16]2)[CH2:9][CH2:10]1.[CH3:26][OH:27].[ClH:25].[OH2:20].[OH2:21].[Sn:22]([Cl:23])[Cl:24]>>[C:1]([CH3:2])([CH3:3])([CH3:4])[N:5]1[CH2:6][CH2:7][N:8]([c:11]2[cH:12][cH:13][c:14]([NH2:17])[cH:15][cH:16]2)[CH2:9][CH2:10]1. The reactants are CC1=CC=C(C=CC(=O)O)C=C1 (4-methylcinnamic acid), C(C)(=O)Cl (acetyl chloride). Solvent: CO (MeOH). The product is CC1=CC=C(C=CC(=O)OC)C=C1 (Methyl 4-methylcinnamate). RXN SMILES: [CH3:1][C:2]1[CH:12]=[CH:11][C:5]([CH:6]=[CH:7][C:8]([OH:10])=[O:9])=[CH:4][CH:3]=1.[C:13](Cl)(=O)C>CO>[CH3:1][C:2]1[CH:12]=[CH:11][C:5]([CH:6]=[CH:7][C:8]([O:10][CH3:13])=[O:9])=[CH:4][CH:3]=1. Procedure: A solution of 6.0 g (37.0 mmol) of 4-methylcinnamic acid in 120 ml of anhydrous MeOH was treated with 6 ml of acetyl chloride and stirred at reflux for 18 hours. Evaporation of the MeOH gave the title ester as a white solid, mp 53.5°-57.5° C. Starting materials: BrC1=CC=C(C=C1)S(=O)(=O)C1=CC(=C(C=C1)[N+](=O)[O-])Cl (4-(4-bromophenylsulphonyl)-2-chloro-nitrobenzene), O (water), Cl (hydrochloric acid). Reagents/catalysts: [Fe] (Iron). Run in C(C)O (ethanol). Product: BrC1=CC=C(C=C1)S(=O)(=O)C1=CC(=C(N)C=C1)Cl (4-(4-Bromophenylsulphonyl)-2-chloroaniline). As a reaction SMILES: [Br:1][C:2]1[CH:7]=[CH:6][C:5]([S:8]([C:11]2[CH:16]=[CH:15][C:14]([N+:17]([O-])=O)=[C:13]([Cl:20])[CH:12]=2)(=[O:10])=[O:9])=[CH:4][CH:3]=1.O.Cl>[Fe].C(O)C>[Br:1][C:2]1[CH:3]=[CH:4][C:5]([S:8]([C:11]2[CH:16]=[CH:15][C:14]([NH2:17])=[C:13]([Cl:20])[CH:12]=2)(=[O:10])=[O:9])=[CH:6][CH:7]=1. Reported procedure: Iron powder (2.5 g) was added to a stirred mixture of 4-(4-bromophenylsulphonyl)-2-chloro-nitrobenzene (Method 13) (0.6 g), water (2 ml), concentrated hydrochloric acid (0.5 ml) and ethanol (10 ml). The mixture was heated under reflux for 1 hour then evaporated to near dryness and partitioned between ethyl acetate and water. The organic layer was separated, the aqueous layer was extracted with ethyl acetate (3×15 ml) and the organic extracts were combined and dried. Volatile material was removed... Starting materials: C(C)(=O)C(CCCC1=CC=C(C(=O)OCC)C=C1)(CC=CC(CCCCC)OC(C)=O)C(=O)OCC (ethyl 4-(4-acetyl-4-ethoxycarbonyl-8-acetoxytridec-6-en-1-yl)benzoate), [OH-].[Na+] (sodium hydroxide). The solvent is C(C)O (ethanol), O (water). Yields the product C(C)(=O)C(CCCC1=CC=C(C(=O)O)C=C1)CC=CC(CCCCC)O (4-(4-Acetyl-8-hydroxytridec-6-en-1-yl)benzoic acid). As a reaction SMILES: [C:1]([C:4](C(OCC)=O)([CH2:19][CH:20]=[CH:21][CH:22]([O:28]C(=O)C)[CH2:23][CH2:24][CH2:25][CH2:26][CH3:27])[CH2:5][CH2:6][CH2:7][C:8]1[CH:18]=[CH:17][C:11]([C:12]([O:14]CC)=[O:13])=[CH:10][CH:9]=1)(=[O:3])[CH3:2].[OH-].[Na+]>O.C(O)C>[C:1]([CH:4]([CH2:19][CH:20]=[CH:21][CH:22]([OH:28])[CH2:23][CH2:24][CH2:25][CH2:26][CH3:27])[CH2:5][CH2:6][CH2:7][C:8]1[CH:9]=[CH:10][C:11]([C:12]([OH:14])=[O:13])=[CH:17][CH:18]=1)(=[O:3])[CH3:2] |f:1.2|. Procedure details: A solution of ethyl 4-(4-acetyl-4-ethoxycarbonyl-8-acetoxytridec-6-en-1-yl)benzoate (50.2 g., 0.1 mole) and sodium hydroxide (28.0 g., 0.7 mole) in water (300 ml.) and ethanol (350 ml.) is boiled under reflux for 3 hours. Solvents are removed under reduced pressure, the residue is dissolved in water, and the solution extracted with ether. The aqueous layer is acidified with concentrated hydrochloric acid to the Congo Red endpoint. The crude product separates as an oil. It is isolated in pure con... Yields the product C(C)(C)(C)OC(=O)N(C1CN(CC1)C(=O)OC1C2CC3CC(CC1C3)C2)C (2-adamantyl 3-(tert-butoxycarbonyl(methyl)amino)pyrrolidine-1-carboxylate), C(C(C)C)OC(=O)N[C@H]1CN(CC1)C(=O)OC1C2CC3CC(CC1C3)C2 ((R)-(2-adamantyl) 3-(isobutoxycarbonylamino)pyrrolidine-1-carboxylate). Solvent: C1CCOC1 (THF). Reported procedure: 2-adamantyl 3-(tert-butoxycarbonyl(methyl)amino)pyrrolidine-1-carboxylate was prepared as follows. A vial equipped with a flea stirbar was charged with (3R)-(2-adamantyl) 3-(tert-butoxycarbonylamino)pyrrolidine-1-carboxylate (105 mg, 0.29 mmol), methyl iodide (36 μL, 0.58 mmol) and dry THF (1 mL). 60% NaH in oil (14 mg, 0.58 mmol) was added and the mixture was stirred overnight under N2. The mixture was heated at 50° C. for 1 h, cooled and applied to a 10-mL ChemElut cartridge, prewetted with 5%... Run at temperature 50 celsius, time 8 hour. As a reaction SMILES: [C:1]([O:5][C:6]([NH:8][C@@H:9]1[CH2:13][CH2:12][N:11]([C:14]([O:16][CH:17]2[CH:24]3[CH2:25][CH:20]4[CH2:21][CH:22]([CH2:26][CH:18]2[CH2:19]4)[CH2:23]3)=[O:15])[CH2:10]1)=[O:7])([CH3:4])([CH3:3])[CH3:2].[CH3:27]I.[H-].[Na+].Cl>C1COCC1>[C:1]([O:5][C:6]([N:8]([CH3:27])[CH:9]1[CH2:13][CH2:12][N:11]([C:14]([O:16][CH:17]2[CH:18]3[CH2:19][CH:20]4[CH2:21][CH:22]([CH2:23][CH:24]2[CH2:25]4)[CH2:26]3)=[O:15])[CH2:10]1)=[O:7])([CH3:4])([CH3:2])[CH3:3].[CH2:2]([O:5][C:6]([NH:8][C@@H:9]1[CH2:13][CH2:12][N:11]([C:14]([O:16][CH:17]2[CH:24]3[CH2:23][CH:22]4[CH2:21][CH:20]([CH2:19][CH:18]2[CH2:26]4)[CH2:25]3)=[O:15])[CH2:10]1)=[O:7])[CH:1]([CH3:4])[CH3:3] |f:2.3|. Isolated yield 60.5%. Starting materials: C(C)(C)(C)OC(=O)N[C@H]1CN(CC1)C(=O)OC1C2CC3CC(CC1C3)C2 ((3R)-(2-adamantyl) 3-(tert-butoxycarbonylamino)pyrrolidine-1-carboxylate), CI (methyl iodide), [H-].[Na+] (NaH), oil, Cl (HCl). Reactants: C, CCO, CC(C)(C)OC(=O)c1cccc([N+](=O)[O-])c1, [Pd]. Yields the product CC(C)(C)OC(=O)c1cccc(N)c1. As a reaction SMILES: [C:20].[CH3:17][CH2:18][OH:19].[N+:1]([O-:2])(=[O:3])[c:4]1[cH:5][c:6]([C:7](=[O:8])[O:9][C:10]([CH3:11])([CH3:12])[CH3:13])[cH:14][cH:15][cH:16]1.[Pd:21]>>[NH2:1][c:4]1[cH:5][c:6]([C:7](=[O:8])[O:9][C:10]([CH3:11])([CH3:12])[CH3:13])[cH:14][cH:15][cH:16]1. Reactants: CCCC(C)NCC(OC)OC, CC(C)n1cc(-c2cccc(CCOCCC(=O)O)c2)cn1. Yields the product CCCC(C)N(CC(OC)OC)C(=O)CCOCCc1cccc(-c2cnn(C(C)C)c2)c1. Reaction SMILES: [CH3:23][O:24][CH:25]([CH2:26][NH:27][CH:28]([CH3:29])[CH2:30][CH2:31][CH3:32])[O:33][CH3:34].[CH:1]([CH3:2])([CH3:3])[n:4]1[n:5][cH:6][c:7](-[c:9]2[cH:10][c:11]([CH2:12][CH2:13][O:14][CH2:15][CH2:16][C:17](=[O:18])[OH:19])[cH:20][cH:21][cH:22]2)[cH:8]1>>[CH:1]([CH3:2])([CH3:3])[n:4]1[n:5][cH:6][c:7](-[c:9]2[cH:10][c:11]([CH2:12][CH2:13][O:14][CH2:15][CH2:16][C:17](=[O:19])[N:27]([CH2:26][CH:25]([O:24][CH3:23])[O:33][CH3:34])[CH:28]([CH3:29])[CH2:30][CH2:31][CH3:32])[cH:20][cH:21][cH:22]2)[cH:8]1.